Dataset: the Open Reaction Database (ORD), a public repository of structured organic reaction records. Task: describe an organic reaction: reactants, conditions, products, and yield Starting materials: CCN(C(C)C)C(C)C, CN(C)C=O, CN1CCC(N)CC1, Nc1ccc(C(=O)O)cc1OC(F)(F)F, [Na+], [Na+], O=C([O-])[O-], O. The product is CN1CCC(NC(=O)c2ccc(N)c(OC(F)(F)F)c2)CC1. As a reaction SMILES: [CH2:24]([N:25]([CH:26]([CH3:27])[CH3:28])[CH:29]([CH3:30])[CH3:31])[CH3:32].[CH3:33][N:34]([CH3:35])[CH:36]=[O:37].[NH2:16][CH:17]1[CH2:18][CH2:19][N:20]([CH3:23])[CH2:21][CH2:22]1.[NH2:1][c:2]1[c:3]([O:11][C:12]([F:13])([F:14])[F:15])[cH:4][c:5]([C:6](=[O:7])[OH:8])[cH:9][cH:10]1.[Na+:39].[Na+:40].[O-:41][C:42](=[O:43])[O-:44].[OH2:38]>>[NH2:1][c:2]1[c:3]([O:11][C:12]([F:13])([F:14])[F:15])[cH:4][c:5]([C:6](=[O:8])[NH:16][CH:17]2[CH2:18][CH2:19][N:20]([CH3:23])[CH2:21][CH2:22]2)[cH:9][cH:10]1. The reactants are C(CCCCCCC)S (n-octylmercaptan), C(Cl)C1CO1 (epichlorohydrin). The reagents and catalysts are [Cl-].C(CCC)[N+](CCCC)(CCCC)CCCC (tetrabutylammonium chloride). The solvent is [OH-].[Na+] (sodium hydroxide), [OH-].[Na+] (sodium hydroxide). Product: C(CCCCCCC)SCC1CO1 (n-Octylglycidyl thioether). Reaction SMILES: [CH2:1]([SH:9])[CH2:2][CH2:3][CH2:4][CH2:5][CH2:6][CH2:7][CH3:8].[CH2:10]([CH:12]1[O:14][CH2:13]1)Cl>[Cl-].C([N+](CCCC)(CCCC)CCCC)CCC.[OH-].[Na+]>[CH2:1]([S:9][CH2:10][CH:12]1[O:14][CH2:13]1)[CH2:2][CH2:3][CH2:4][CH2:5][CH2:6][CH2:7][CH3:8] |f:2.3,4.5|. Reported procedure: 293 g of n-octylmercaptan and 5 g of tetrabutylammonium chloride are placed into a 1 liter Sovirel reactor (double-walled reaction vessel) fitted with thermometer, stirrer, dropping funnel, dosing dropping-funnel and pH-electrode. To this solution are added dropwise within 80 minutes at a pH value of 11.6-12.0, with stirring and intensive cooling, 184 g of epichlorohydrin. The pH value is maintained constant over the total period of 80 minutes by the corresponding controlled addition of about 10... Starting materials: COC(CN1CCN(CC1)C(COCC1=CC(=CC(=C1)C(F)(F)F)C(F)(F)F)C1=C(C=CC=C1)N)=O ({4-[1-(2-Amino-phenyl)-2-(3,5-bis-trifluoromethyl-benzyloxy)-ethyl]-piperazin-1-yl}-acetic acid methyl ester), COC(CN1CCN(CC1)C(COCC1=CC(=CC(=C1)C(F)(F)F)C(F)(F)F)C1=C(C=CC=C1)N)=O ({4-[1-(2-Amino-phenyl)-2-(3,5-bis-trifluoromethyl-benzyloxy)-ethyl]-piperazin-1-yl}-acetic acid methyl ester), [OH-].[K+] (KOH). Solvent: CO (MeOH). Conditions: time 6 hour. Product: NC1=C(C=CC=C1)C(COCC1=CC(=CC(=C1)C(F)(F)F)C(F)(F)F)N1CCN(CC1)CC(=O)O ({4-[1-(2-Amino-phenyl)-2-(3,5-bis-trifluoromethyl-benzyloxy)-ethyl]-piperazin-1-yl}-acetic acid). Yield: 59.4%. Reaction SMILES: C[O:2][C:3](=[O:36])[CH2:4][N:5]1[CH2:10][CH2:9][N:8]([CH:11]([C:29]2[CH:34]=[CH:33][CH:32]=[CH:31][C:30]=2[NH2:35])[CH2:12][O:13][CH2:14][C:15]2[CH:20]=[C:19]([C:21]([F:24])([F:23])[F:22])[CH:18]=[C:17]([C:25]([F:28])([F:27])[F:26])[CH:16]=2)[CH2:7][CH2:6]1.[OH-].[K+]>CO>[NH2:35][C:30]1[CH:31]=[CH:32][CH:33]=[CH:34][C:29]=1[CH:11]([N:8]1[CH2:7][CH2:6][N:5]([CH2:4][C:3]([OH:36])=[O:2])[CH2:10][CH2:9]1)[CH2:12][O:13][CH2:14][C:15]1[CH:20]=[C:19]([C:21]([F:22])([F:23])[F:24])[CH:18]=[C:17]([C:25]([F:26])([F:27])[F:28])[CH:16]=1 |f:1.2|. Reported procedure: In a round-bottomed flask were introduced {4-[1-(2-Amino-phenyl)-2-(3,5-bis-trifluoromethyl-benzyloxy)-ethyl]-piperazin-1-yl}-acetic acid methyl ester (compound 323; 1.3 g, 2.5 mmoles), KOH (0.35 g, 6.3 mmoles) and MeOH (20 ml). The reaction mixture was stirred at room temperature for 6 hours. MeOH was removed under reduce pressure and the residue was taken up in water. The pH was adjusted to 6 and the solution was extracted with CH2Cl2. The combined organic layers were dried over MgSO4 and conc... Reactants: COCCOC, CCOC(C)=O, NC(=O)C1CC1, CN(C)c1ccccc1-c1ccccc1P(C1CCCCC1)C1CCCCC1, O=[N+]([O-])c1ccnc(Cl)c1, [K+], [K+], [K+], O=C(C=Cc1ccccc1)C=Cc1ccccc1, O=C(C=Cc1ccccc1)C=Cc1ccccc1, O=C(C=Cc1ccccc1)C=Cc1ccccc1, O=P([O-])([O-])[O-], [Pd], [Pd]. Yields the product O=C(Nc1cc([N+](=O)[O-])ccn1)C1CC1. RXN SMILES: [CH2:53]([CH2:54][O:55][CH3:56])[O:57][CH3:58].[CH3:59][CH2:60][O:61][C:62](=[O:63])[CH3:64].[CH:11]1([C:14](=[O:15])[NH2:16])[CH2:12][CH2:13]1.[CH:25]1([P:26]([CH:27]2[CH2:28][CH2:29][CH2:30][CH2:31][CH2:32]2)[c:33]2[cH:34][cH:35][cH:36][cH:37][c:38]2-[c:39]2[cH:40][cH:41][cH:42][cH:43][c:44]2[N:45]([CH3:46])[CH3:47])[CH2:48][CH2:49][CH2:50][CH2:51][CH2:52]1.[Cl:1][c:2]1[n:3][cH:4][cH:5][c:6]([N+:8](=[O:9])[O-:10])[cH:7]1.[K+:22].[K+:23].[K+:24].[O:103]=[C:104]([CH:105]=[CH:106][c:107]1[cH:108][cH:109][cH:110][cH:111][cH:112]1)[CH:113]=[CH:114][c:115]1[cH:116][cH:117][cH:118][cH:119][cH:120]1.[O:67]=[C:68]([CH:69]=[CH:70][c:71]1[cH:72][cH:73][cH:74][cH:75][cH:76]1)[CH:77]=[CH:78][c:79]1[cH:80][cH:81][cH:82][cH:83][cH:84]1.[O:85]=[C:86]([CH:87]=[CH:88][c:89]1[cH:90][cH:91][cH:92][cH:93][cH:94]1)[CH:95]=[CH:96][c:97]1[cH:98][cH:99][cH:100][cH:101][cH:102]1.[P:17]([O-:18])([O-:19])([O-:20])=[O:21].[Pd:65].[Pd:66]>>[c:2]1([NH:16][C:14]([CH:11]2[CH2:12][CH2:13]2)=[O:15])[n:3][cH:4][cH:5][c:6]([N+:8](=[O:9])[O-:10])[cH:7]1. Run at time 30 minute. RXN SMILES: [C:1]([O:5][C:6](=[O:28])[CH2:7][C:8]1[CH:13]=[CH:12][N:11]=[C:10]([N:14]=C(C2C=CC=CC=2)C2C=CC=CC=2)[CH:9]=1)([CH3:4])([CH3:3])[CH3:2].Cl>C1COCC1.O>[NH2:14][C:10]1[CH:9]=[C:8]([CH2:7][C:6]([O:5][C:1]([CH3:4])([CH3:3])[CH3:2])=[O:28])[CH:13]=[CH:12][N:11]=1 |f:2.3|. The reactants are C(C)(C)(C)OC(CC1=CC(=NC=C1)N=C(C1=CC=CC=C1)C1=CC=CC=C1)=O (tert-butyl{2-[(diphenylmethylidene)amino]-pyridin-4-yl}acetate), Cl (hydrochloric acid). The product is NC1=NC=CC(=C1)CC(=O)OC(C)(C)C (tert-butyl (2-aminopyridin-4-yl)acetate). The solvent is C1CCOC1.O (THF water). Procedure: tert-butyl{2-[(diphenylmethylidene)amino]-pyridin-4-yl}acetate (35 mg, 0.94 mmol) was dissolved in 1:1 mixture of THF/water (5 mL) and treated with 500 μL of a 1N aqueous hydrochloric acid solution. The reaction was allowed to stir at ambient temperature for 30 minutes and then concentrated in vacuo. The crude residue was dissolved in DCM and washed with a saturated aqueous sodium bicarbonate solution. The organic layers were dried over sodium sulfate, filtered and concentrated to afford crude t... Starting materials: C(#N)CCC1CNCCO1 (2-(2-cyanoethyl)morpholine), C(C1=CC=CC=C1)Cl (benzyl chloride), C([O-])([O-])=O.[K+].[K+] (potassium carbonate). Reagents/catalysts: [I-].[K+] (potassium iodide). The solvent is C(C)C(=O)C (methyl ethyl ketone). Yields the product C(#N)CCC1CN(CCO1)CC1=CC=CC=C1 (2-(2-cyanoethyl)-4-benzylmorpholine). The yield is 90.2%. RXN SMILES: [C:1]([CH2:3][CH2:4][CH:5]1[O:10][CH2:9][CH2:8][NH:7][CH2:6]1)#[N:2].[CH2:11](Cl)[C:12]1[CH:17]=[CH:16][CH:15]=[CH:14][CH:13]=1.C(=O)([O-])[O-].[K+].[K+]>[I-].[K+].C(C(C)=O)C>[C:1]([CH2:3][CH2:4][CH:5]1[O:10][CH2:9][CH2:8][N:7]([CH2:11][C:12]2[CH:17]=[CH:16][CH:15]=[CH:14][CH:13]=2)[CH2:6]1)#[N:2] |f:2.3.4,5.6|. Reported procedure: A mixture of 2-(2-cyanoethyl)morpholine (5.4 g), benzyl chloride (5.4 g), potassium carbonate (5.4 g), potassium iodide (0.5 g), and methyl ethyl ketone (30 ml) is heated under reflux for 1 hour. After cooling, the reaction mixture is filtered and the filtrate is concentrated. The residue is dissolved in diethyl ether, and the solution is extracted with dilute hydrochloric acid. The extracts are basified with dilute aqueous sodium hydroxide solution and extracted with chloroform. The organic lay... Solvent: C(C)O (ethanol), C(C)(=O)O (acetic acid). The reactants are O=CCOC1=CC=C(CC2C(NC(S2)=O)=O)C=C1 (5-(4-(2-oxoethoxy)benzyl)thiazolidine-2,4-dione), NC=1C(=NC=C(C1)C(F)(F)F)NC (3-amino-2-methylamino-5-trifluoromethylpyridine). Yield: 7.6%. Reaction conditions: time 4 hour. The product is CN1C(=NC=2C1=NC=C(C2)C(F)(F)F)COC2=CC=C(CC1C(NC(S1)=O)=O)C=C2 (5-{4-(3-Methyl-6-trifluoromethylimidazo[5,4-b]pyridin-2-ylmethoxy)benzyl}thiazolidine-2.4-dione). RXN SMILES: O=[CH:2][CH2:3][O:4][C:5]1[CH:18]=[CH:17][C:8]([CH2:9][CH:10]2[S:14][C:13](=[O:15])[NH:12][C:11]2=[O:16])=[CH:7][CH:6]=1.[NH2:19][C:20]1[C:21]([NH:30][CH3:31])=[N:22][CH:23]=[C:24]([C:26]([F:29])([F:28])[F:27])[CH:25]=1>C(O)C.C(O)(=O)C>[CH3:31][N:30]1[C:21]2=[N:22][CH:23]=[C:24]([C:26]([F:29])([F:27])[F:28])[CH:25]=[C:20]2[N:19]=[C:2]1[CH2:3][O:4][C:5]1[CH:6]=[CH:7][C:8]([CH2:9][CH:10]2[S:14][C:13](=[O:15])[NH:12][C:11]2=[O:16])=[CH:17][CH:18]=1. Reported procedure: 4.16 g of 5-(4-(2-oxoethoxy)benzyl)thiazolidine-2,4-dione (prepared as described in Preparation 47) were added to a solution of 3.00 g of 3-amino-2-methylamino-5-trifluoromethylpyridine in a mixture of 6 ml of ethanol and 6 ml of acetic acid, and the resulting mixture was stirred at room temperature for 4 hours. At the end of this time, the reaction mixture was freed from the solvent by distillation under reduced pressure. 50 ml of 1,2-dimethoxyethane and 5.2 g of iodine were added to the residu... Starting materials: N#CN (cyanamide), C12(CC3CC(CC(C1)C3)C2)C(=O)Cl (1-adamantanecarbonylchloride). The solvent is [OH-].[Na+] (sodium hydroxide), CCOCC (ether). Run at time 8 hour. The product is C12(CC3CC(CC(C1)C3)C2)C(=O)NC#N (N-(1-adamantancarbonyl)cyanamide). Yield: 78.3%. RXN SMILES: [N:1]#[C:2][NH2:3].[C:4]12([C:14](Cl)=[O:15])[CH2:13][CH:8]3[CH2:9][CH:10]([CH2:12][CH:6]([CH2:7]3)[CH2:5]1)[CH2:11]2>[OH-].[Na+].CCOCC>[C:4]12([C:14]([NH:1][C:2]#[N:3])=[O:15])[CH2:11][CH:10]3[CH2:9][CH:8]([CH2:7][CH:6]([CH2:12]3)[CH2:5]1)[CH2:13]2 |f:2.3|. Reported procedure: To a solution of cyanamide (2.52 g, 0.06 mol) in 24 ml of sodium hydroxide (10%) was added slowly to a solution of 1-adamantanecarbonylchloride (4 g, 0.02 mol) in ether (15 ml). The reaction mixture was stirred at room temperature overnight. The reaction mixture was extracted with ether and the aqueous layer was cooled in ice bath and acidified with hydrochloric acid (10%) to pH 2. The precipitated white solid was filtered, washed with water, later hexanes and dried under high vacuum to give the... Starting materials: ClC1=C(C=CC(=C1)OCCN(CC)CC)C(CCC)=O (1-[2-Chloro-4-(2-diethylaminoethoxy)phenyl]-1-butanone), Cl.ClCCN1CCCC1 (N-(2-chloroethyl)pyrrolidine hydrochloride). Yields the product ClC1=C(C=CC(=C1)OCCN1CCCC1)C(CCC)=O (1-{2-Chloro-4-[2-(N-pyrrolidinyl)ethoxy]-phenyl}-1-butanone). As a reaction SMILES: [Cl:1][C:2]1[CH:7]=[C:6]([O:8][CH2:9][CH2:10][N:11]([CH2:14][CH3:15])[CH2:12][CH3:13])[CH:5]=[CH:4][C:3]=1[C:16](=[O:20])[CH2:17][CH2:18][CH3:19].Cl.ClCCN1CCCC1>>[Cl:1][C:2]1[CH:7]=[C:6]([O:8][CH2:9][CH2:10][N:11]2[CH2:12][CH2:13][CH2:15][CH2:14]2)[CH:5]=[CH:4][C:3]=1[C:16](=[O:20])[CH2:17][CH2:18][CH3:19] |f:1.2|. Reported procedure: This compound is prepared by essentially the same procedure as described in Example 1 Step A except that the 2-diethylaminoethyl chloride hydrochloride of Example 1 Step A is replaced by an equimolecular quantity of N-(2-chloroethyl)pyrrolidine hydrochloride. The product is obtained as a pale yellow oil upon distillation in vacuo (0.3 mm.).